This data is from the Open Reaction Database (ORD), a public repository of structured organic reaction records. The task is: describe an organic reaction: reactants, conditions, products, and yield The reactants are C1(=CC=CC=C1)C1OC2=C(C(C1)=O)C=CC=C2 (2,3-dihydro-2-phenyl-4H-1-benzopyran-4-one), CO (methanol), C([O-])([O-])=O.[K+].[K+] (potassium carbonate), Cl.NO (hydroxylamine HCl), ice water. The solvent is O (water). The product is ON=C1CC(OC2=C1C=CC=C2)C2=CC=CC=C2 (2,3-Dihydro-4-(hydroxyimino)-2-phenyl-4H-1-benzopyran). RXN SMILES: [C:1]1([CH:7]2[CH2:12][C:11](=O)[C:10]3[CH:14]=[CH:15][CH:16]=[CH:17][C:9]=3[O:8]2)[CH:6]=[CH:5][CH:4]=[CH:3][CH:2]=1.CO.C(=O)([O-])[O-].[K+].[K+].Cl.[NH2:27][OH:28]>O>[OH:28][N:27]=[C:11]1[C:10]2[CH:14]=[CH:15][CH:16]=[CH:17][C:9]=2[O:8][CH:7]([C:1]2[CH:6]=[CH:5][CH:4]=[CH:3][CH:2]=2)[CH2:12]1 |f:2.3.4,5.6|. Procedure details: A mixture of 2,3-dihydro-2-phenyl-4H-1-benzopyran-4-one (50.0 g), methanol (535 ml), water (50 ml), potassium carbonate (59.3 g), and hydroxylamine HCl (59.8 g) was heated at reflux for 16 hours, then poured into ice-water; the oxime of 2,3-dihydro-2-phenyl-4H-1-benzopyran-4-one was filtered off, washed with water, then dried in air. Yield: 52 g. Reactants: P(=O)(OC(C)(C)C)(OC(C)(C)C)OCCCC=1C=C2C(C(=CN(C2=CC1)C)C(=O)NCC1=CC=C(C=C1)Cl)=O (di(tert-butyl) 3-(3-{[(4-chlorobenzyl)amino]carbonyl}-1-methyl-4-oxo-1,4-dihydro-6-quinolinyl)propyl phosphate), ether-hexane. The solvent is C(=O)(C(F)(F)F)O.ClCCl (TFA dichloromethane). The product is P(=O)(OCCCC=1C=C2C(C(=CN(C2=CC1)C)C(=O)NCC1=CC=C(C=C1)Cl)=O)(O)O (3-(3-{[(4-Chlorobenzyl)amino]carbonyl}-1-methyl-4-oxo-1,4-dihydro-6-quinolinyl)propyl dihydrogen phosphate). Isolated yield 106.9%. RXN SMILES: [P:1]([O:13][CH2:14][CH2:15][CH2:16][C:17]1[CH:18]=[C:19]2[C:24](=[CH:25][CH:26]=1)[N:23]([CH3:27])[CH:22]=[C:21]([C:28]([NH:30][CH2:31][C:32]1[CH:37]=[CH:36][C:35]([Cl:38])=[CH:34][CH:33]=1)=[O:29])[C:20]2=[O:39])([O:8]C(C)(C)C)([O:3]C(C)(C)C)=[O:2]>C(O)(C(F)(F)F)=O.ClCCl>[P:1]([OH:8])([OH:3])([O:13][CH2:14][CH2:15][CH2:16][C:17]1[CH:18]=[C:19]2[C:24](=[CH:25][CH:26]=1)[N:23]([CH3:27])[CH:22]=[C:21]([C:28]([NH:30][CH2:31][C:32]1[CH:33]=[CH:34][C:35]([Cl:38])=[CH:36][CH:37]=1)=[O:29])[C:20]2=[O:39])=[O:2] |f:1.2|. Procedure: A solution of 77.8 mg of di(tert-butyl) 3-(3-{[(4-chlorobenzyl)amino]carbonyl}-1-methyl-4-oxo-1,4-dihydro-6-quinolinyl)propyl phosphate from Example No. 32 in 1 mL of 1:1 TFA-dichloromethane is stirred for 1 h, then added slowly to 20 mL of rapidly stirred 1:1 ether-hexane. The precipitated solid is filtered, washed with hexane, and dried under vacuum to afford 67 mg of the title compound as a white solid. Starting materials: ClC=1C=CC(=C(C1)S(=O)(=O)N1CCOC2=C1C=C(C=C2)C(=O)NC2=CC(=C(C(=O)O)C=C2)F)OC (4-{[4-(5-Chloro-2-methoxy-benzenesulfonyl)-3,4-dihydro-2H-benzo[1,4]oxazine-6-carbonyl]-amino}-2-fluoro-benzoic acid), C(C)OC(C1=C(C=C(C=C1)N)F)=O (4-amino-2-fluoro-benzoic acid ethyl ester). Yields the product C(C)OC(C1=C(C=C(C=C1)NC(=O)C=1C=CC2=C(N(CCO2)S(=O)(=O)C2=C(C=CC(=C2)Cl)OC)C1)F)=O (4-{[4-(5-chloro-2-methoxy-benzenesulfonyl)-3,4-dihydro-2H-benzo[1,4]oxazine-6-carbonyl]-amino}-2-fluoro-benzoic acid ethyl ester). As a reaction SMILES: [Cl:1][C:2]1[CH:3]=[CH:4][C:5]([O:34][CH3:35])=[C:6]([S:8]([N:11]2[C:16]3[CH:17]=[C:18]([C:21]([NH:23][C:24]4[CH:32]=[CH:31][C:27]([C:28]([OH:30])=[O:29])=[C:26]([F:33])[CH:25]=4)=[O:22])[CH:19]=[CH:20][C:15]=3[O:14][CH2:13][CH2:12]2)(=[O:10])=[O:9])[CH:7]=1.[CH2:36](OC(=O)C1C=CC(N)=CC=1F)[CH3:37]>>[CH2:36]([O:29][C:28](=[O:30])[C:27]1[CH:31]=[CH:32][C:24]([NH:23][C:21]([C:18]2[CH:19]=[CH:20][C:15]3[O:14][CH2:13][CH2:12][N:11]([S:8]([C:6]4[CH:7]=[C:2]([Cl:1])[CH:3]=[CH:4][C:5]=4[O:34][CH3:35])(=[O:9])=[O:10])[C:16]=3[CH:17]=2)=[O:22])=[CH:25][C:26]=1[F:33])[CH3:37]. Reported procedure: 4-{[4-(5-Chloro-2-methoxy-benzenesulfonyl)-3,4-dihydro-2H-benzo[1,4]oxazine-6-carbonyl]-amino}-2-fluoro-benzoic acid, MS (ISP): m/e=519.0 (M−H), was prepared as described in example 1, steps 1 to 6. Step 5 was performed using 4-amino-2-fluoro-benzoic acid ethyl ester and yielded 4-{[4-(5-chloro-2-methoxy-benzenesulfonyl)-3,4-dihydro-2H-benzo[1,4]oxazine-6-carbonyl]-amino}-2-fluoro-benzoic acid ethyl ester, which was hydrolyzed in step 6.